From a dataset of the Open Reaction Database (ORD), a public repository of structured organic reaction records. describe an organic reaction: reactants, conditions, products, and yield The reactants are NC1=C(C(=O)O)C=C(C=C1OC)Cl (2-amino-5-chloro-3-methoxybenzoic acid), ClC(Cl)(OC(OC(Cl)(Cl)Cl)=O)Cl (triphosgene), C(C)OCC (diethyl ether). Solvent: O1CCCC1 (tetrahydrofuran). The product is ClC1=CC2=C(NC(OC2=O)=O)C(=C1)OC (6-chloro-8-methoxy-1H-benzo[d][1,3]oxazine-2,4-dione). As a reaction SMILES: [NH2:1][C:2]1[C:10]([O:11][CH3:12])=[CH:9][C:8]([Cl:13])=[CH:7][C:3]=1[C:4]([OH:6])=[O:5].Cl[C:15](Cl)([O:17]C(=O)OC(Cl)(Cl)Cl)Cl.C(OCC)C>O1CCCC1>[Cl:13][C:8]1[CH:9]=[C:10]([O:11][CH3:12])[C:2]2[NH:1][C:15](=[O:17])[O:5][C:4](=[O:6])[C:3]=2[CH:7]=1. Reported procedure: To 2-amino-5-chloro-3-methoxybenzoic acid (0.72 g, 3.57 mmol) in anhydrous tetrahydrofuran (15 mL) was added triphosgene (0.53 g, 1.8 mmol). The mixture was heated to refluxed under a nitrogen atmosphere for 2.5 hours. The resulting solution was cooled to ambient temperature, diethyl ether (10 mL) was added, which caused a solid to precipitate. The solid was collected by filtration and washed with more diethyl ether to yield 6-chloro-8-methoxy-1H-benzo[d][1,3]oxazine-2,4-dione. MS (m/z): 226.3, ... Reactants: 445.2, C(C)(C)N (isopropyl amine), (3-bromomethyl)-benzoate, ClC1=CC=C(C=C1)[C@H]1C[C@]12C(N(C1=CC=CC=C21)CC=2C=C(C(=O)O)C=CC2)=O ((1S,2R)-3-((2-(4-chlorophenyl)-2′-oxospiro[cyclopropane-1,3′-indoline]-1′-yl)methyl)benzoic acid). The product is ClC1=CC=C(C=C1)[C@H]1C[C@]12C(N(C1=CC=CC=C21)CC=2C=C(C(=O)NC(C)C)C=CC2)=O ((1S,2R)-3-((2-(4-chlorophenyl)-2′-oxospiro[cyclopropane-1,3′-indoline]-1′-yl)methyl)-N-isopropylbenzamide). As a reaction SMILES: [CH:1]([NH2:4])([CH3:3])[CH3:2].[Cl:5][C:6]1[CH:11]=[CH:10][C:9]([C@@H:12]2[C@:14]3([C:22]4[C:17](=[CH:18][CH:19]=[CH:20][CH:21]=4)[N:16]([CH2:23][C:24]4[CH:25]=[C:26]([CH:30]=[CH:31][CH:32]=4)[C:27]([OH:29])=O)[C:15]3=[O:33])[CH2:13]2)=[CH:8][CH:7]=1>>[Cl:5][C:6]1[CH:7]=[CH:8][C:9]([C@@H:12]2[C@:14]3([C:22]4[C:17](=[CH:18][CH:19]=[CH:20][CH:21]=4)[N:16]([CH2:23][C:24]4[CH:25]=[C:26]([CH:30]=[CH:31][CH:32]=4)[C:27]([NH:4][CH:1]([CH3:3])[CH3:2])=[O:29])[C:15]3=[O:33])[CH2:13]2)=[CH:10][CH:11]=1. Procedure: The title compound was prepared in analogy to Example 60 starting from isopropyl amine, (3-bromomethyl)-benzoate (commercially available), (1R,2S) and (1S,2R)-3-((2-(4-chlorophenyl)-2′-oxospiro[cyclopropane-1,3′-indoline]-1′-yl)methyl)benzoic acid prepared as in Scheme 1. LC/MS m/e calcd. for C27H25ClN2O2: 444, observed (M+H)+: 445.2 1H NMR (400 MHz, MeOD-d4) δppm 1.23 (d, J=6.82 Hz, 6 H) 2.21 (d, J=8.59 Hz, 2 H) 3.21-3.28 (m, 1 H) 4.07-4.25 (m, 1 H) 5.10 (s, 2 H) 6.05 (d, J=7.58 Hz, 1 H) 6.69 (... The reactants are C[C@@]12[C@H](CC[C@H]1[C@@H]1CC=C3C[C@H](CC[C@]3(CO)[C@H]1CC2)O)O (Androst-5-ene-3β,17β,19-triol), C[Si](C)(C)CC(=O)N (trimethylsilylacetamide). Solvent: N1=CC=CC=C1 (pyridine). Product: C[Si](O[C@@H]1CC2=CC[C@H]3[C@@H]4CC[C@@H]([C@@]4(C)CC[C@@H]3[C@]2(CC1)CO[Si](C)(C)C)O[Si](C)(C)C)(C)C (3β,17β,19-tri(trimethylsiloxy)androst-5-ene). As a reaction SMILES: [CH3:1][C@:2]12[CH2:20][CH2:19][C@H:18]3[C@@H:7]([CH2:8][CH:9]=[C:10]4[C@:15]3([CH2:16][OH:17])[CH2:14][CH2:13][C@H:12]([OH:21])[CH2:11]4)[C@@H:6]1[CH2:5][CH2:4][C@@H:3]2[OH:22].C[Si:24]([CH2:27]C(N)=O)([CH3:26])[CH3:25]>N1C=CC=CC=1>[CH3:25][Si:24]([CH3:27])([CH3:26])[O:21][C@H:12]1[CH2:13][CH2:14][C@@:15]2([CH2:16][O:17][Si:24]([CH3:27])([CH3:26])[CH3:25])[C:10](=[CH:9][CH2:8][C@@H:7]3[C@@H:18]2[CH2:19][CH2:20][C@@:2]2([CH3:1])[C@H:6]3[CH2:5][CH2:4][C@@H:3]2[O:22][Si:24]([CH3:27])([CH3:26])[CH3:25])[CH2:11]1. Procedure details: Androst-5-ene-3β,17β,19-triol is dissolved in dry pyridine and trimethylsilylacetamide added thereto. The reaction is completed at room temperature within a few minutes. The pyridine is removed under reduced pressure and the residue purified from an acetone-hexane solution to yield the desired 3β,17β,19-tri(trimethylsiloxy)androst-5-ene. Reactants: [H][H] (Hydrogen), C(C1=CC=CC=C1)OC([C@H]1N(CCC1)C([C@@H](NS(=O)(=O)C1=CC=CC=C1)CC1=CC=CC=C1)=O)=O (N-benzenesulfonyl-L-phenylalanyl-L-proline benzylester), Cl (hydrochloric acid), C([O-])(O)=O.[Na+] (sodium bicarbonate). Reagents/catalysts: [C].[Pd] (palladium-carbon). Run in O (water), CO (methanol), O (water). Product: C1(=CC=CC=C1)S(=O)(=O)N[C@@H](CC1=CC=CC=C1)C(=O)N1[C@H](C(=O)O)CCC1 (N-benzenesulfonyl-L-phenylalanyl-L-proline). Isolated yield 70.5%. RXN SMILES: C([O:8][C:9](=[O:35])[C@@H:10]1[CH2:14][CH2:13][CH2:12][N:11]1[C:15](=[O:34])[C@H:16]([CH2:27][C:28]1[CH:33]=[CH:32][CH:31]=[CH:30][CH:29]=1)[NH:17][S:18]([C:21]1[CH:26]=[CH:25][CH:24]=[CH:23][CH:22]=1)(=[O:20])=[O:19])C1C=CC=CC=1.C(=O)(O)[O-].[Na+].[H][H].Cl>CO.[C].[Pd].O>[C:21]1([S:18]([NH:17][C@H:16]([C:15]([N:11]2[CH2:12][CH2:13][CH2:14][C@H:10]2[C:9]([OH:35])=[O:8])=[O:34])[CH2:27][C:28]2[CH:33]=[CH:32][CH:31]=[CH:30][CH:29]=2)(=[O:20])=[O:19])[CH:22]=[CH:23][CH:24]=[CH:25][CH:26]=1 |f:1.2,6.7|. Reported procedure: N-benzenesulfonyl-L-phenylalanyl-L-proline benzylester (2.14 g, 4.3 mmole) was dissolved in methanol (40 ml), and water (5 ml) solution of sodium bicarbonate (0.42 g, 5 mmole) was added thereto. Hydrogen gas was passed through the solution in the presence of 5% palladium-carbon as a catalyst for 3 hours. The catalyst was removed by filtration and the solution was concentrated under reduced pressure. The residue thus obtained was dissolved in water (20 ml), and 1N aqueous hydrochloric acid (10 ml... Reaction SMILES: [CH2:1]([CH2:2][CH2:3][CH3:4])[N:5]([C:6](=[O:7])[Cl:8])[c:9]1[cH:10][c:11]2[c:16]([cH:17][cH:18]1)[C:15]([CH3:19])([CH3:20])[CH2:14][CH2:13][C:12]2([CH3:21])[CH3:22].[NH2:23][c:24]1[cH:25][cH:26][c:27]([C:28](=[O:29])[O:30][CH2:31][CH3:32])[cH:33][cH:34]1.[cH:35]1[cH:36][cH:37][n:38][cH:39][cH:40]1>>[CH2:1]([CH2:2][CH2:3][CH3:4])[N:5]([C:6](=[O:7])[NH:23][c:24]1[cH:25][cH:26][c:27]([C:28](=[O:29])[O:30][CH2:31][CH3:32])[cH:33][cH:34]1)[c:9]1[cH:10][c:11]2[c:16]([cH:17][cH:18]1)[C:15]([CH3:19])([CH3:20])[CH2:14][CH2:13][C:12]2([CH3:21])[CH3:22]. The product is CCCCN(C(=O)Nc1ccc(C(=O)OCC)cc1)c1ccc2c(c1)C(C)(C)CCC2(C)C. The reactants are CCCCN(C(=O)Cl)c1ccc2c(c1)C(C)(C)CCC2(C)C, CCOC(=O)c1ccc(N)cc1, c1ccncc1. Reactants: BrCc1ccccc1, [K+], [K+], O=C([O-])[O-], CN(C)C=O, O=C(O)Cc1ccc(O)cc1. The product is O=C(Cc1ccc(O)cc1)OCc1ccccc1. Reaction SMILES: [Br:18][CH2:19][c:20]1[cH:21][cH:22][cH:23][cH:24][cH:25]1.[K+:12].[K+:13].[O-:14][C:15]([O-:16])=[O:17].[O:26]=[CH:27][N:28]([CH3:29])[CH3:30].[OH:1][c:2]1[cH:3][cH:4][c:5]([CH2:8][C:9](=[O:10])[OH:11])[cH:6][cH:7]1>>[OH:1][c:2]1[cH:3][cH:4][c:5]([CH2:8][C:9](=[O:10])[O:11][CH2:19][c:20]2[cH:21][cH:22][cH:23][cH:24][cH:25]2)[cH:6][cH:7]1. Procedure details: (2R,5R)-2,5-Dibenzyl-N1-((4S,7S,10aS)-7-cyano-5-oxooctahydro-2H-pyrido[2,1-b][1,3]thiazepin-4-yl)-N6-((S)-2-oxo-1-phenylazepan-3-yl)hexanediamide was synthesized as described in General Procedure H using Intermediate 24 (10 mg, 0.020 mmol) and Intermediate 36 (6.1 mg, 0.023 mmol) to give a white solid (8.0 mg, 57% yield). Anal. Calcd. for C42H49N5O4S m/z 719.7. found: 720.7 (M+H)+; 1H NMR (400 MHz, CDCl3) δ ppm 7.40-7.32 (2H, m), 7.29-7.05 (13H, m), 7.00-6.91 (2H, m), 5.39-5.34 (1H, m), 5.31-5.2... The yield is 57.0%. As a reaction SMILES: [CH2:1]([C@@H:8]([CH2:12][CH2:13][C@H:14]([CH2:32][C:33]1[CH:38]=[CH:37][CH:36]=[CH:35][CH:34]=1)[C:15](=[O:31])[NH:16][C@@H:17]1[CH2:23][CH2:22][CH2:21][CH2:20][N:19]([C:24]2[CH:29]=[CH:28][CH:27]=[CH:26][CH:25]=2)[C:18]1=[O:30])[C:9]([OH:11])=O)[C:2]1[CH:7]=[CH:6][CH:5]=[CH:4][CH:3]=1.[NH2:39][C@H:40]1[CH2:46][CH2:45][S:44][C@H:43]2[CH2:47][CH2:48][CH2:49][C@@H:50]([C:51]#[N:52])[N:42]2[C:41]1=[O:53]>>[CH2:1]([C@@H:8]([CH2:12][CH2:13][C@H:14]([CH2:32][C:33]1[CH:34]=[CH:35][CH:36]=[CH:37][CH:38]=1)[C:15]([NH:16][C@H:17]1[CH2:23][CH2:22][CH2:21][CH2:20][N:19]([C:24]2[CH:25]=[CH:26][CH:27]=[CH:28][CH:29]=2)[C:18]1=[O:30])=[O:31])[C:9]([NH:39][C@H:40]1[CH2:46][CH2:45][S:44][C@H:43]2[CH2:47][CH2:48][CH2:49][C@@H:50]([C:51]#[N:52])[N:42]2[C:41]1=[O:53])=[O:11])[C:2]1[CH:7]=[CH:6][CH:5]=[CH:4][CH:3]=1. The reactants are C(C1=CC=CC=C1)[C@H](C(=O)O)CC[C@@H](C(N[C@H]1C(N(CCCC1)C1=CC=CC=C1)=O)=O)CC1=CC=CC=C1 ((2R,5R)-2,5-Dibenzyl-6-oxo-6-((R)-2-oxo-1-phenylazepan-3-ylamino)hexanoic acid), N[C@@H]1C(N2[C@@H](SCC1)CCC[C@H]2C#N)=O ((4S,7S,10aS)-4-Amino-5-oxooctahydro-2H-pyrido[2,1-b][1,3]thiazepine-7-carbonitrile). Yields the product C(C1=CC=CC=C1)[C@H](C(=O)N[C@@H]1C(N2[C@@H](SCC1)CCC[C@H]2C#N)=O)CC[C@@H](C(=O)N[C@@H]2C(N(CCCC2)C2=CC=CC=C2)=O)CC2=CC=CC=C2 ((2R,5R)-2,5-Dibenzyl-N1-((4S,7S,10aS)-7-cyano-5-oxooctahydro-2H-pyrido[2,1-b][1,3]thiazepin-4-yl)-N6-((S)-2-oxo-1-phenylazepan-3-yl)hexanediamide), solid.